The task is: describe an organic reaction: reactants, conditions, products, and yield. This data is from the Open Reaction Database (ORD), a public repository of structured organic reaction records. Starting materials: Cl[SiH]1CCC(CC1)CC[C@@H]1CC[C@H](CC1)C1=CC(=C(C=C1)F)F (1-chloro-4-(2-(trans-4-(3,4-difluorophenyl)cyclohexyl)ethyl)-1-silacyclohexane), [Cl-].C(CCCC)[Zn+] (n-pentylzinc chloride), [Cl-].C(C)[Zn+] (ethylzinc chloride), Cl[SiH]1CCC(CC1)CC[C@@H]1CC[C@H](CC1)C1=CC=C(C=C1)F (1-chloro-4-(2-(trans-4-(p-fluorophenyl)cyclohexyl)ethyl)-1-silacyclohexane). The product is FC=1C=C(C=CC1F)[C@@H]1CC[C@H](CC1)CC[C@@H]1CC[Si@H](CC1)CC (trans-4-(2-(trans-4-(3,4-difluorophenyl)cyclohexyl) ethyl)-1-ethyl-1-silacyclohexane). As a reaction SMILES: Cl[SiH:2]1[CH2:7][CH2:6][CH:5]([CH2:8][CH2:9][C@H:10]2[CH2:15][CH2:14][C@H:13]([C:16]3[CH:21]=[CH:20][C:19]([F:22])=[C:18]([F:23])[CH:17]=3)[CH2:12][CH2:11]2)[CH2:4][CH2:3]1.[Cl-].[CH2:25]([Zn+])[CH3:26].Cl[SiH]1CCC(CC[C@H]2CC[C@H](C3C=CC(F)=CC=3)CC2)CC1.[Cl-].C([Zn+])CCCC>>[F:23][C:18]1[CH:17]=[C:16]([C@H:13]2[CH2:14][CH2:15][C@H:10]([CH2:9][CH2:8][C@H:5]3[CH2:6][CH2:7][Si@H:2]([CH2:25][CH3:26])[CH2:3][CH2:4]3)[CH2:11][CH2:12]2)[CH:21]=[CH:20][C:19]=1[F:22] |f:1.2,4.5|. Procedure details: The preparation was conducted in the same manner as in Example 6, except that 7.5 g (21 mmol) of 1-chloro-4-(2-(trans-4-(3,4-difluorophenyl)cyclohexyl)ethyl)-1-silacyclohexane and ethylzinc chloride were used instead of 7.0 g (21 mmol) of 1-chloro-4-(2-(trans-4-(p-fluorophenyl)cyclohexyl)ethyl)-1-silacyclohexane and n-pentylzinc chloride. The reactants are C(C1=CC=CC=C1)(C1=CC=CC=C1)N1CC(C1)(C)NC=1C=C2N3C(C(NN=C3COC2=CC1Br)=O)C (6-(1-benzhydryl-3-methyl-azetidin-3-ylamino)-7-bromo-4-methyl-2,10-dihydro-9-oxa-1,2,4a-triaza-phenanthren-3-one), C(=O)([O-])[O-].[K+].[K+] (K2CO3), CB1OB(OB(O1)C)C (2,4,6-trimethyl-1,3,5,2,4,6-trioxatriborinane). The reagents and catalysts are C1=CC=C(C=C1)P([C-]2C=CC=C2)C3=CC=CC=C3.C1=CC=C(C=C1)P([C-]2C=CC=C2)C3=CC=CC=C3.Cl[Pd]Cl.[Fe+2] ([1,1′-bis(diphenylphosphino)ferrocene]dichloropalladium(II)). Solvent: O (water), O1CCOCC1 (dioxane). Reaction conditions: temperature 120 celsius, time 8 hour. The product is C(C1=CC=CC=C1)(C1=CC=CC=C1)N1CC(C1)(C)NC=1C=C2N3C(C(NN=C3COC2=CC1C)=O)C (6-(1-benzhydryl-3-methyl-azetidin-3-ylamino)-4,7-dimethyl-2,10-dihydro-9-oxa-1,2,4a-triaza-phenanthren-3-one). Yield: 56.7%. As a reaction SMILES: [CH:1]([N:14]1[CH2:17][C:16]([NH:19][C:20]2[CH:21]=[C:22]3[C:31](=[CH:32][C:33]=2Br)[O:30][CH2:29][C:28]2[N:23]3[CH:24]([CH3:36])[C:25](=[O:35])[NH:26][N:27]=2)([CH3:18])[CH2:15]1)([C:8]1[CH:13]=[CH:12][CH:11]=[CH:10][CH:9]=1)[C:2]1[CH:7]=[CH:6][CH:5]=[CH:4][CH:3]=1.[C:37]([O-])([O-])=O.[K+].[K+].CB1OB(C)OB(C)O1>O.O1CCOCC1.C1C=CC(P(C2C=CC=CC=2)[C-]2C=CC=C2)=CC=1.C1C=CC(P(C2C=CC=CC=2)[C-]2C=CC=C2)=CC=1.Cl[Pd]Cl.[Fe+2]>[CH:1]([N:14]1[CH2:17][C:16]([NH:19][C:20]2[CH:21]=[C:22]3[C:31](=[CH:32][C:33]=2[CH3:37])[O:30][CH2:29][C:28]2[N:23]3[CH:24]([CH3:36])[C:25](=[O:35])[NH:26][N:27]=2)([CH3:18])[CH2:15]1)([C:8]1[CH:13]=[CH:12][CH:11]=[CH:10][CH:9]=1)[C:2]1[CH:7]=[CH:6][CH:5]=[CH:4][CH:3]=1 |f:1.2.3,7.8.9.10|. Procedure: A mixture of [1,1′-bis(diphenylphosphino)ferrocene]dichloropalladium(II) (0.0598 g, 0.073 mmol), 6-(1-benzhydryl-3-methyl-azetidin-3-ylamino)-7-bromo-4-methyl-2,10-dihydro-9-oxa-1,2,4a-triaza-phenanthren-3-one (Example #79, Step B, 0.20 g, 0.366 mmol), K2CO3 (0.152 g, 1.098 mmol), 2,4,6-trimethyl-1,3,5,2,4,6-trioxatriborinane (0.138 g, 1.098 mmol) in water (1 mL) and dioxane (6 mL) was stirred at 120° C. overnight. The reaction mixture was cooled to ambient temperature and the solvent was remove... Yields the product FC(C1=NC2=C(C=CC=C2C(=C1)C1=CC=C(C(=O)NS(=O)(=O)C2=CC(=C(C=C2)NCCSC2=CC=CC=C2)[N+](=O)[O-])C=C1)C(F)(F)F)(F)F (N-(4-(2,8-bis(trifluoromethyl)quinolin-4-yl)benzoyl)-3-nitro-4-((2-(phenylthio)ethyl)amino)benzenesulfonamide). The reagents and catalysts are C=1C=CC(=CC1)/C=C/C(=O)/C=C/C2=CC=CC=C2.C=1C=CC(=CC1)/C=C/C(=O)/C=C/C2=CC=CC=C2.C=1C=CC(=CC1)/C=C/C(=O)/C=C/C2=CC=CC=C2.[Pd].[Pd] (Pd2(dba)3). Reaction conditions: temperature 85 celsius. Procedure details: A solution of Example 214D (100 mg, 0.15 mmol) and 2,8-bistrifluoromethyl-3-chloroquinoline (100 mg, 0.343 mmol) in dioxane (2 mL) was treated with Pd2(dba)3 (10 mg, 0.011 mmol), P(t-Bu)3 (20 mg, 0.1 mmol) and Cs2CO3 (150 mg, 0.50 mmol), purged with argon, sealed, and heated to 85° C. for 18 hours. The mixture was concentrated and the concentrate was dissolved in 1:1 DMSO/methanol (1 mL) and filtered. The filtrate was purified by preparative HPLC (using a Nova-Pak HR C-18 column and a solvent sy... Solvent: O1CCOCC1 (dioxane). As a reaction SMILES: O1CCCOB1[C:7]1[CH:37]=[CH:36][C:10]([C:11]([NH:13][S:14]([C:17]2[CH:22]=[CH:21][C:20]([NH:23][CH2:24][CH2:25][S:26][C:27]3[CH:32]=[CH:31][CH:30]=[CH:29][CH:28]=3)=[C:19]([N+:33]([O-:35])=[O:34])[CH:18]=2)(=[O:16])=[O:15])=[O:12])=[CH:9][CH:8]=1.[F:38][C:39]([F:56])([F:55])[C:40]1[C:49](Cl)=[CH:48][C:47]2[C:42](=[C:43]([C:51]([F:54])([F:53])[F:52])[CH:44]=[CH:45][CH:46]=2)[N:41]=1.P(C(C)(C)C)(C(C)(C)C)C(C)(C)C.C([O-])([O-])=O.[Cs+].[Cs+]>O1CCOCC1.C1C=CC(/C=C/C(/C=C/C2C=CC=CC=2)=O)=CC=1.C1C=CC(/C=C/C(/C=C/C2C=CC=CC=2)=O)=CC=1.C1C=CC(/C=C/C(/C=C/C2C=CC=CC=2)=O)=CC=1.[Pd].[Pd]>[F:55][C:39]([F:38])([F:56])[C:40]1[CH:49]=[C:48]([C:7]2[CH:8]=[CH:9][C:10]([C:11]([NH:13][S:14]([C:17]3[CH:22]=[CH:21][C:20]([NH:23][CH2:24][CH2:25][S:26][C:27]4[CH:28]=[CH:29][CH:30]=[CH:31][CH:32]=4)=[C:19]([N+:33]([O-:35])=[O:34])[CH:18]=3)(=[O:15])=[O:16])=[O:12])=[CH:36][CH:37]=2)[C:47]2[C:42](=[C:43]([C:51]([F:52])([F:53])[F:54])[CH:44]=[CH:45][CH:46]=2)[N:41]=1 |f:3.4.5,7.8.9.10.11|. The reactants are O1B(OCCC1)C1=CC=C(C(=O)NS(=O)(=O)C2=CC(=C(C=C2)NCCSC2=CC=CC=C2)[N+](=O)[O-])C=C1 (N-(4-(1,3,2-dioxaborinan-2-yl)benzoyl)-3-nitro-4-((2-(phenylthio)ethyl)amino)benzenesulfonamide), FC(C1=NC2=C(C=CC=C2C=C1Cl)C(F)(F)F)(F)F (2,8-bistrifluoromethyl-3-chloroquinoline), P(C(C)(C)C)(C(C)(C)C)C(C)(C)C (P(t-Bu)3), C(=O)([O-])[O-].[Cs+].[Cs+] (Cs2CO3).